Dataset: the Open Reaction Database (ORD), a public repository of structured organic reaction records. Task: describe an organic reaction: reactants, conditions, products, and yield Starting materials: [Cl-].[Al+3].[Cl-].[Cl-] (aluminum chloride), NC1=C(SC=C1)\C(\C)=C\C(C)C (3-amino-2-{(E)-(4-methyl-2-penten-2-yl)}thiophene), NC1=C(SC=C1)\C(\C)=C/C(C)C (3-amino-2-{(Z)-(4-methyl-2-penten-2-yl)}thiophene). Conditions: time 5 hour. The product is NC1=C(SC=C1)C(=C)CC(C)C (3-amino-2-(4-methyl-1-penten-2-yl)thiophene). The yield is 12.0%. As a reaction SMILES: [Cl-].[Al+3].[Cl-].[Cl-].[NH2:5][C:6]1[CH:10]=[CH:9][S:8][C:7]=1/[C:11](=[CH:13]/[CH:14]([CH3:16])[CH3:15])/[CH3:12].NC1C=CSC=1/C(=C\C(C)C)/C>>[NH2:5][C:6]1[CH:10]=[CH:9][S:8][C:7]=1[C:11]([CH2:13][CH:14]([CH3:16])[CH3:15])=[CH2:12] |f:0.1.2.3|. Procedure: Into a solution obtained by dissolving 3-aminothiophene (2.0 g, 20.6 mmol) in 4-methyl-2-pentanone (28.3 g), which was obtained by the method in Example 14 using methyl 3-aminothiophene-2-carboxylate as a starting material was added aluminum chloride (1.3 g, 24.5 mmol) at room temperature, and the resulting solution was stirred under nitrogen atmosphere at 60 degree centigrade for 5 hours. The reaction solution was cooled to room temperature, and then washed with a 10% aqueous sodium hydroxide s... The reactants are C1(CC1)C=1C=NN(C1)C1=CC=C(C=N1)NC(CCC)C1=CC=C(C(=O)OCC)C=C1 ((+/−)-ethyl 4-(1-{[6-(4-cyclopropyl-1H-pyrazol-1-yl)pyridin-3-yl]amino}butyl)benzoate), O1CCCC1 (tetrahydrofuran), [OH-].[Li+] (lithium hydroxide). The solvent is CO (methanol). Reaction conditions: time 12 hour. Product: C1(CC1)C=1C=NN(C1)C1=CC=C(C=N1)NC(CCC)C1=CC=C(C(=O)O)C=C1 ((+/−)-4-(1-{[6-(4-cyclopropyl-1H-pyrazol-1-yl)pyridin-3-yl]amino}butyl)benzoic acid). Reaction SMILES: [CH:1]1([C:4]2[CH:5]=[N:6][N:7]([C:9]3[N:14]=[CH:13][C:12]([NH:15][CH:16]([C:20]4[CH:30]=[CH:29][C:23]([C:24]([O:26]CC)=[O:25])=[CH:22][CH:21]=4)[CH2:17][CH2:18][CH3:19])=[CH:11][CH:10]=3)[CH:8]=2)[CH2:3][CH2:2]1.O1CCCC1.[OH-].[Li+]>CO>[CH:1]1([C:4]2[CH:5]=[N:6][N:7]([C:9]3[N:14]=[CH:13][C:12]([NH:15][CH:16]([C:20]4[CH:30]=[CH:29][C:23]([C:24]([OH:26])=[O:25])=[CH:22][CH:21]=4)[CH2:17][CH2:18][CH3:19])=[CH:11][CH:10]=3)[CH:8]=2)[CH2:3][CH2:2]1 |f:2.3|. Procedure: A mixture of (+/−)-ethyl 4-(1-{[6-(4-cyclopropyl-1H-pyrazol-1-yl)pyridin-3-yl]amino}butyl)benzoate (26 mg, 0.064 mmol) was dissolved in methanol (0.13 ml) and tetrahydrofuran (0.070 ml) and treated with aqueous 2.0M lithium hydroxide (64 ul, 0.13 mmol). The mixture was stirred at ambient temperature for 12 hours. The reaction was concentrated in vacuo and the residue was acidified with aqueous 1.0M hydrochloric acid. The crude product was concentrated in vacuo a second time and was used without ... The reactants are CCN(CC)S(F)(F)F, CC(C)(NC(=O)Cn1nc(-c2ccc(Cl)cc2)n(CCO)c1=O)c1cccc(C(F)(F)F)c1, ClCCl, O. Product: CC(C)(NC(=O)Cn1nc(-c2ccc(Cl)cc2)n(CCF)c1=O)c1cccc(C(F)(F)F)c1. As a reaction SMILES: [CH2:34]([N:35]([S:36]([F:37])([F:38])[F:40])[CH2:39][CH3:41])[CH3:42].[Cl:1][c:2]1[cH:3][cH:4][c:5](-[c:8]2[n:9][n:10]([CH2:17][C:18](=[O:19])[NH:20][C:21]([CH3:22])([c:23]3[cH:24][c:25]([C:29]([F:30])([F:31])[F:32])[cH:26][cH:27][cH:28]3)[CH3:33])[c:11](=[O:16])[n:12]2[CH2:13][CH2:14][OH:15])[cH:6][cH:7]1.[Cl:44][CH2:45][Cl:46].[OH2:43]>>[Cl:1][c:2]1[cH:3][cH:4][c:5](-[c:8]2[n:9][n:10]([CH2:17][C:18](=[O:19])[NH:20][C:21]([CH3:22])([c:23]3[cH:24][c:25]([C:29]([F:30])([F:31])[F:32])[cH:26][cH:27][cH:28]3)[CH3:33])[c:11](=[O:16])[n:12]2[CH2:13][CH2:14][F:40])[cH:6][cH:7]1. The product is CC(C)(C)c1cc(CN(CCO)CCO)cc(-n2nc3ccc(Cl)cc3n2)c1O. Starting materials: CC(C)=O, OCCNCCO, Cc1cc(-n2nc3ccc(Cl)cc3n2)c(O)c(C(C)(C)C)c1. As a reaction SMILES: [CH3:30][C:31](=[O:32])[CH3:33].[NH:23]([CH2:24][CH2:25][OH:26])[CH2:27][CH2:28][OH:29].[OH:1][c:2]1[c:3](-[n:13]2[n:14][c:15]3[c:16]([n:17]2)[cH:18][cH:19][c:20]([Cl:22])[cH:21]3)[cH:4][c:5]([CH3:12])[cH:6][c:7]1[C:8]([CH3:9])([CH3:10])[CH3:11]>>[OH:1][c:2]1[c:3](-[n:13]2[n:14][c:15]3[c:16]([n:17]2)[cH:18][cH:19][c:20]([Cl:22])[cH:21]3)[cH:4][c:5]([CH2:12][N:23]([CH2:24][CH2:25][OH:26])[CH2:27][CH2:28][OH:29])[cH:6][c:7]1[C:8]([CH3:9])([CH3:10])[CH3:11].